From a dataset of the Open Reaction Database (ORD), a public repository of structured organic reaction records. describe an organic reaction: reactants, conditions, products, and yield Starting materials: C[C@@]12C=CC[C@H]2CC1=CC(=O)OC(C)(C)C (Tert-butyl(±)-[(1S,5R)-5-methyl-bicyclo[3.2.0]hept-3-en-6-ylidene]acetate), [C-]#N.[K+] (potassium cyanide). The solvent is CS(=O)C (dimethyl sulfoxide), C(C)(=O)OCC (ethyl acetate). Run at time 2 hour. Yields the product C(#N)[C@]1([C@]2(C=CC[C@H]2C1)C)CC(=O)OC(C)(C)C (Tert-butyl(±)-[(1S,5R,6S)-6-cyano-5-methyl-bicyclo[3.2.0]hept-3-en-6-yl]acetate). Isolated yield 38.1%. RXN SMILES: [CH3:1][C@@:2]12[C:8](=[CH:9][C:10]([O:12][C:13]([CH3:16])([CH3:15])[CH3:14])=[O:11])[CH2:7][C@@H:6]1[CH2:5][CH:4]=[CH:3]2.[C-:17]#[N:18].[K+]>CS(C)=O.C(OCC)(=O)C>[C:17]([C@:8]1([CH2:9][C:10]([O:12][C:13]([CH3:16])([CH3:15])[CH3:14])=[O:11])[CH2:7][C@H:6]2[C@:2]1([CH3:1])[CH:3]=[CH:4][CH2:5]2)#[N:18] |f:1.2|. Reported procedure: Tert-butyl(±)-[(1S,5R)-5-methyl-bicyclo[3.2.0]hept-3-en-6-ylidene]acetate (300 mg, 1.36 mmol) and potassium cyanide (89 mg, 1.36 mmol) were mixed at room temperature in anhydrous dimethyl sulfoxide (2 mL), and the mixture was stirred for 2 hours and then left overnight. The mixture was further stirred for 10 hours in an oil bath at 100° C. and then left overnight. The reaction solution was diluted with ethyl acetate, then washed with water and saturated saline, and dried over anhydrous magnesium... Starting materials: COC(=O)C1N(CC(C1)N(C(C(F)(F)F)=O)C)C(=O)OC(C)(C)C (4-[Methyl-(2,2,2-trifluoro-acetyl)-amino]-pyrrolidine-1,2-dicarboxylic acid 1-tert-butyl ester 2-methyl ester), solution, C([O-])([O-])=O.[K+].[K+] (potassium carbonate). Solvent: CO (methanol). Reaction conditions: time 5 hour. The product is COC(=O)C1N(CC(C1)NC)C(=O)OC(C)(C)C (4-Methylamino-pyrrolidine-1,2-dicarboxylic acid 1-tert-butyl ester 2-methyl ester). RXN SMILES: [CH3:1][O:2][C:3]([CH:5]1[CH2:9][CH:8]([N:10](C)[C:11](=O)C(F)(F)F)[CH2:7][N:6]1[C:18]([O:20][C:21]([CH3:24])([CH3:23])[CH3:22])=[O:19])=[O:4].C(=O)([O-])[O-].[K+].[K+]>CO>[CH3:1][O:2][C:3]([CH:5]1[CH2:9][CH:8]([NH:10][CH3:11])[CH2:7][N:6]1[C:18]([O:20][C:21]([CH3:24])([CH3:23])[CH3:22])=[O:19])=[O:4] |f:1.2.3|. Procedure details: To a solution of 4-[Methyl-(2,2,2-trifluoro-acetyl)-amino]-pyrrolidine-1,2-dicarboxylic acid 1-tert-butyl ester 2-methyl ester (0.26 g, 0.73 mmol) in methanol (3 mL) was added an aqueous 1.0M solution of potassium carbonate. The reaction mixture was stirred at room temperature for 5 hours and the solvent evaporated in vacuo to yield the title compound which was used directly without further purification.